This data is from the Open Reaction Database (ORD), a public repository of structured organic reaction records. The task is: describe an organic reaction: reactants, conditions, products, and yield The reactants are C(C)(C)(C)OC(=O)N1[C@@H](CC(C1)=NOC)C(=O)O ((2S,4EZ)-1-(tert-butoxycarbonyl)-4-(methoxyimino)-2-pyrrolidinecarboxylic acid), CC1=C(C=CC=C1)C1=CC(=C(C=C1)C(=O)O)C (2′,3-dimethyl[1,1′-biphenyl]-4-carboxylic acid), NCC(COC1=CC=C(C=C1)OC)O ((2RS)-1-amino-3-(4methoxyphenoxy)-2-propanol). Yields the product CC1=C(C=CC=C1)C1=CC(=C(C=C1)C(=O)N1[C@@H](CC(C1)=NOC)C(=O)NCC(COC1=CC=C(C=C1)OC)O)C ((2S,4EZ)-1-[(2′,3-dimethyl[1,1′-biphenyl]-4-yl)carbonyl]-N-[(2RS)-2-hydroxy-3-(4-methoxyphenoxy)propyl]-4-(methoxyimino)-2-pyrrolidinecarboxamide). Reaction SMILES: C(O[C:6]([N:8]1[CH2:12][C:11](=[N:13][O:14][CH3:15])[CH2:10][C@H:9]1[C:16]([OH:18])=O)=[O:7])(C)(C)C.[CH3:19][C:20]1[CH:25]=[CH:24][CH:23]=[CH:22][C:21]=1[C:26]1[CH:31]=[CH:30][C:29](C(O)=O)=[C:28]([CH3:35])[CH:27]=1.[NH2:36][CH2:37][CH:38]([OH:49])[CH2:39][O:40][C:41]1[CH:46]=[CH:45][C:44]([O:47][CH3:48])=[CH:43][CH:42]=1>>[CH3:19][C:20]1[CH:25]=[CH:24][CH:23]=[CH:22][C:21]=1[C:26]1[CH:31]=[CH:30][C:29]([C:6]([N:8]2[CH2:12][C:11](=[N:13][O:14][CH3:15])[CH2:10][C@H:9]2[C:16]([NH:36][CH2:37][CH:38]([OH:49])[CH2:39][O:40][C:41]2[CH:46]=[CH:45][C:44]([O:47][CH3:48])=[CH:43][CH:42]=2)=[O:18])=[O:7])=[C:28]([CH3:35])[CH:27]=1. Reported procedure: Following the general method as outlined in Example 22, starting from (2S,4EZ)-1-(tert-butoxycarbonyl)-4-(methoxyimino)-2-pyrrolidinecarboxylic acid, 2′,3-dimethyl[1,1′-biphenyl]-4-carboxylic acid, and (2RS)-1-amino-3-(4methoxyphenoxy)-2-propanol, the title compound was obtained in 77% purity by HPLC. MS(ESI+): m/z=546.